This data is from the Open Reaction Database (ORD), a public repository of structured organic reaction records. The task is: describe an organic reaction: reactants, conditions, products, and yield The reactants are CC(C)(C)OC(=O)NC(CC(F)(F)F)C(O)C(N)=O, CCOCC, CC#N, O, Cc1ccc(S(=O)(=O)O)cc1. The product is NC(=O)C(O)C(N)CC(F)(F)F, Cc1ccc(S(=O)(=O)O)cc1. Reaction SMILES: [C:1]([O:2][C:3](=[O:4])[NH:8][CH:9]([CH:10]([C:11](=[O:12])[NH2:13])[OH:14])[CH2:15][C:16]([F:17])([F:18])[F:19])([CH3:5])([CH3:6])[CH3:7].[CH3:32][CH2:33][O:34][CH2:35][CH3:36].[CH3:37][C:38]#[N:39].[OH2:20].[c:21]1([CH3:31])[cH:22][cH:23][c:24]([S:27](=[O:28])(=[O:29])[OH:30])[cH:25][cH:26]1>>[NH2:8][CH:9]([CH:10]([C:11](=[O:12])[NH2:13])[OH:14])[CH2:15][C:16]([F:17])([F:18])[F:19].[c:21]1([CH3:31])[cH:22][cH:23][c:24]([S:27](=[O:28])(=[O:29])[OH:30])[cH:25][cH:26]1. Starting materials: ClC=1C=C(C=CC1Cl)C(C)(C)C1=CN=C(N1C1=CC(=C(C=C1)F)OC)SCC1=C(C=C(C(=O)NCCC(=O)OC)C=C1F)F (methyl 3-(4-((5-(2-(3,4-dichlorophenyl)propan-2-yl)-1-(4-fluoro-3-methoxyphenyl)-1H-imidazol-2-ylthio)methyl)-3,5-difluorobenzamido)propanoate), [OH-].[Na+] (NaOH), aqueous solution, Cl (HCl). Solvent: CO (MeOH). Conditions: time 100 minute. The product is ClC=1C=C(C=CC1Cl)C(C)(C)C1=CN=C(N1C1=CC(=C(C=C1)F)OC)SCC1=C(C=C(C(=O)NCCC(=O)O)C=C1F)F (3-(4-((5-(2-(3,4-Dichlorophenyl)propan-2-yl)-1-(4-fluoro-3-methoxyphenyl)-1H-imidazol-2-ylthio)methyl)-3,5-difluorobenzamido)propanoic acid). The yield is 39.7%. Reaction SMILES: [Cl:1][C:2]1[CH:3]=[C:4]([C:9]([C:12]2[N:16]([C:17]3[CH:22]=[CH:21][C:20]([F:23])=[C:19]([O:24][CH3:25])[CH:18]=3)[C:15]([S:26][CH2:27][C:28]3[C:42]([F:43])=[CH:41][C:31]([C:32]([NH:34][CH2:35][CH2:36][C:37]([O:39]C)=[O:38])=[O:33])=[CH:30][C:29]=3[F:44])=[N:14][CH:13]=2)([CH3:11])[CH3:10])[CH:5]=[CH:6][C:7]=1[Cl:8].[OH-].[Na+].Cl>CO>[Cl:1][C:2]1[CH:3]=[C:4]([C:9]([C:12]2[N:16]([C:17]3[CH:22]=[CH:21][C:20]([F:23])=[C:19]([O:24][CH3:25])[CH:18]=3)[C:15]([S:26][CH2:27][C:28]3[C:42]([F:43])=[CH:41][C:31]([C:32]([NH:34][CH2:35][CH2:36][C:37]([OH:39])=[O:38])=[O:33])=[CH:30][C:29]=3[F:44])=[N:14][CH:13]=2)([CH3:10])[CH3:11])[CH:5]=[CH:6][C:7]=1[Cl:8] |f:1.2|. Reported procedure: A solution of methyl 3-(4-((5-(2-(3,4-dichlorophenyl)propan-2-yl)-1-(4-fluoro-3-methoxyphenyl)-1H-imidazol-2-ylthio)methyl)-3,5-difluorobenzamido)propanoate (0.85 mmol from previous step) in MeOH (10 mL) was treated with a solution of NaOH (0.6 mL of a 5M aqueous solution, 3 mmol) at ambient temperature. After stirring for 100 min, the reaction mixture was added dropwise to 1N HCl. The addition afforded a thick, white oil that separated from the aqueous acid. The aqueous mixture was extracted wi... The reactants are BrC=1C=CC2=C(C=C(CCS2(=O)=O)C(=O)NC2=CC=C(C=C2)CN(C2CCOCC2)C)C1 (7-bromo-N-[4-[[N-methyl-N-(tetrahydropyran-4-yl)amino]methyl]phenyl]-1,1-dioxo-2,3-dihydro-1-benzothiepine-4-carboxamide), B(OC=1C=CC2=C(CCO2)C1)([O-])[O-] (2,3-dihydrobenzofuran-5-yl borate), C([O-])([O-])=O.[K+].[K+] (potassium carbonate). Reagents/catalysts: C=1C=CC(=CC1)[P](C=2C=CC=CC2)(C=3C=CC=CC3)[Pd]([P](C=4C=CC=CC4)(C=5C=CC=CC5)C=6C=CC=CC6)([P](C=7C=CC=CC7)(C=8C=CC=CC8)C=9C=CC=CC9)[P](C=1C=CC=CC1)(C=1C=CC=CC1)C=1C=CC=CC1 (tetrakistriphenylphosphinepalladium). The solvent is C1(=CC=CC=C1)C.C(C)O.O (toluene ethanol water). Run at time 1 hour. Product: O1CCC2=C1C=CC(=C2)C=2C=CC1=C(C=C(CCS1(=O)=O)C(=O)NC1=CC=C(C=C1)CN(C1CCOCC1)C)C2 (7-(2,3-dihydrobenzofuran-5-yl)-N-[4-[[N-methyl-N-(tetrahydropyran-4-yl)amino]methyl]phenyl]-1,1-dioxo-2,3-dihydro-1-benzothiepine-4-carboxamide). Isolated yield 76.2%. Reaction SMILES: Br[C:2]1[CH:3]=[CH:4][C:5]2[S:11](=[O:13])(=[O:12])[CH2:10][CH2:9][C:8]([C:14]([NH:16][C:17]3[CH:22]=[CH:21][C:20]([CH2:23][N:24]([CH3:31])[CH:25]4[CH2:30][CH2:29][O:28][CH2:27][CH2:26]4)=[CH:19][CH:18]=3)=[O:15])=[CH:7][C:6]=2[CH:32]=1.B([O-])([O-])O[C:35]1[CH:36]=[CH:37][C:38]2[O:42][CH2:41][CH2:40][C:39]=2[CH:43]=1.C(=O)([O-])[O-].[K+].[K+]>C1(C)C=CC=CC=1.C(O)C.O.C1C=CC([P]([Pd]([P](C2C=CC=CC=2)(C2C=CC=CC=2)C2C=CC=CC=2)([P](C2C=CC=CC=2)(C2C=CC=CC=2)C2C=CC=CC=2)[P](C2C=CC=CC=2)(C2C=CC=CC=2)C2C=CC=CC=2)(C2C=CC=CC=2)C2C=CC=CC=2)=CC=1>[O:42]1[C:38]2[CH:37]=[CH:36][C:35]([C:2]3[CH:3]=[CH:4][C:5]4[S:11](=[O:13])(=[O:12])[CH2:10][CH2:9][C:8]([C:14]([NH:16][C:17]5[CH:18]=[CH:19][C:20]([CH2:23][N:24]([CH3:31])[CH:25]6[CH2:30][CH2:29][O:28][CH2:27][CH2:26]6)=[CH:21][CH:22]=5)=[O:15])=[CH:7][C:6]=4[CH:32]=3)=[CH:43][C:39]=2[CH2:40][CH2:41]1 |f:2.3.4,5.6.7,^1:66,68,87,106|. Reported procedure: Under argon atmosphere, a mixture of 7-bromo-N-[4-[[N-methyl-N-(tetrahydropyran-4-yl)amino]methyl]phenyl]-1,1-dioxo-2,3-dihydro-1-benzothiepine-4-carboxamide (300 mg), 2,3-dihydrobenzofuran-5-yl borate (104 mg) and potassium carbonate (160 mg) in toluene/ethanol/water (10/1/1 ml) was stirred at room temperature for 1 hour. To the mixture was added tetrakistriphenylphosphinepalladium (33 mg), and the mixture was refluxed for 6 hours, cooled, extracted with ethyl acetate, washed with saturated bri...